From a dataset of the Open Reaction Database (ORD), a public repository of structured organic reaction records. describe an organic reaction: reactants, conditions, products, and yield The reactants are C(C1=CC=CC=C1)OCN1C=C(C=2N=CN=C(C21)OC(C)(C)C)CNC(CO)(CO)CSC (2-((5-(benzyloxymethyl)-4-tert-butoxy-5H-pyrrolo[3,2-d]pyrimidin-7-yl)methylamino)-2-(methylthiomethyl)propane-1,3-diol), Cl (hydrochloric acid). The solvent is CO (methanol), CO (methanol). Run at temperature 100 celsius, time 1 hour. Product: OCC(CO)(CSC)NCC1=CNC2=C1N=CNC2=O (7-((1,3-dihydroxy-2-(methylthiomethyl)propan-2-ylamino)methyl)-3H-pyrrolo[3,2-d]pyrimidin-4(5H)-one). The yield is 49.4%. Reaction SMILES: C(OC[N:10]1[C:18]2[C:17]([O:19]C(C)(C)C)=[N:16][CH:15]=[N:14][C:13]=2[C:12]([CH2:24][NH:25][C:26]([CH2:31][S:32][CH3:33])([CH2:29][OH:30])[CH2:27][OH:28])=[CH:11]1)C1C=CC=CC=1.Cl>CO>[OH:28][CH2:27][C:26]([NH:25][CH2:24][C:12]1[C:13]2[N:14]=[CH:15][NH:16][C:17](=[O:19])[C:18]=2[NH:10][CH:11]=1)([CH2:31][S:32][CH3:33])[CH2:29][OH:30]. Procedure: A solution of 2-((5-(benzyloxymethyl)-4-tert-butoxy-5H-pyrrolo[3,2-d]pyrimidin-7-yl)methylamino)-2-(methylthiomethyl)propane-1,3-diol (200 mg, 0.421 mmol) in methanol (1 mL) was added to a solution of concentrated hydrochloric acid (2 mL) in methanol (5 mL) and the reaction was heated at 100° C. for 3 h. The contents of the flask were concentrated under reduced pressure, redissolved in methanol (5 mL) and Amberlyst 21 resin (˜1 g) was added. After stirring for 1 h at ambient temperature the resi... Starting materials: CC1(C(CC(=N1)C1=CC=C(NC(C)=O)C=C1)C1=CC=NC=C1)C (4'-[5,5-dimethyl-4-(4-pyridyl)-1-pyrrolin-2-yl]-acetanilide), [OH-].[K+] (potassium hydroxide). The solvent is C(C)O (ethanol). The product is NC1=CC=C(C=C1)C1=NC(C(C1)C1=CC=NC=C1)(C)C (4-[2-(p-aminophenyl)-5,5-dimethyl-1-pyrrolin-4-yl]-pyridine). Reaction SMILES: [CH3:1][C:2]1([CH3:23])[N:6]=[C:5]([C:7]2[CH:16]=[CH:15][C:10]([NH:11]C(=O)C)=[CH:9][CH:8]=2)[CH2:4][CH:3]1[C:17]1[CH:22]=[CH:21][N:20]=[CH:19][CH:18]=1.[OH-].[K+]>C(O)C>[NH2:11][C:10]1[CH:9]=[CH:8][C:7]([C:5]2[CH2:4][CH:3]([C:17]3[CH:18]=[CH:19][N:20]=[CH:21][CH:22]=3)[C:2]([CH3:23])([CH3:1])[N:6]=2)=[CH:16][CH:15]=1 |f:1.2|. Procedure details: 5.8 G. of 4'-[5,5-dimethyl-4-(4-pyridyl)-1-pyrrolin-2-yl]-acetanilide are treated with a solution of 5.8 g. of potassium hydroxide in 58 ml. of ethanol and heated under reflux for 5 hours. Then the reaction mixture is evaporated under reduced pressure and the residue is treated with water. The resulting crystals are filtered and washed well with water. The mineral is dried and recrystallized from methanol/ether to yield 4-[2-(p-aminophenyl)-5,5-dimethyl-1-pyrrolin-4-yl]-pyridine of melting point... Procedure details: 270 mg (0.43 mmol) of (3S,4S)-3-[(Z)-2-(2-amino-4-thiazolyl)-2-[(p-nitrobenzyloxycarbonyl)methoxyimino]acetamido]-4-carbamoyloxymethyl-2-oxo-1-azetidinesulphonic acid sodium salt are dissolved in 30 ml of methanol and hydrogenated over 5% palladium on infusorial earth (150 mg). The catalyst is filtered off and the solvent is evaporated. The residue is taken up in 2.5 ml of water and washed twice with ethyl acetate. The aqueous phase is chromatographed (reverse-phase, water as the elution agent).... Product: [Na+].NC=1SC=C(N1)/C(/C(=O)N[C@@H]1C(N([C@@H]1COC(N)=O)S(=O)(=O)[O-])=O)=N/OCC(=O)O ((3S,4S)-3-[(Z)-2-(2-amino-4-thiazolyl)-2-[(carboxymethoxy)imino]acetamido]-4-carbamoyloxymethyl-2-oxo-1-azetidinesulphonic acid sodium salt). The reagents and catalysts are [Pd] (palladium). Run in CO (methanol). Reaction SMILES: [Na+:1].[NH2:2][C:3]1[S:4][CH:5]=[C:6](/[C:8](=[N:26]/[O:27][CH2:28][C:29]([O:31]CC2C=CC([N+]([O-])=O)=CC=2)=[O:30])/[C:9]([NH:11][C@H:12]2[C@@H:15]([CH2:16][O:17][C:18](=[O:20])[NH2:19])[N:14]([S:21]([O-:24])(=[O:23])=[O:22])[C:13]2=[O:25])=[O:10])[N:7]=1>CO.[Pd]>[Na+:1].[NH2:2][C:3]1[S:4][CH:5]=[C:6](/[C:8](=[N:26]/[O:27][CH2:28][C:29]([OH:31])=[O:30])/[C:9]([NH:11][C@H:12]2[C@@H:15]([CH2:16][O:17][C:18](=[O:20])[NH2:19])[N:14]([S:21]([O-:24])(=[O:22])=[O:23])[C:13]2=[O:25])=[O:10])[N:7]=1 |f:0.1,4.5|. Starting materials: [Na+].NC=1SC=C(N1)/C(/C(=O)N[C@@H]1C(N([C@@H]1COC(N)=O)S(=O)(=O)[O-])=O)=N/OCC(=O)OCC1=CC=C(C=C1)[N+](=O)[O-] ((3S,4S)-3-[(Z)-2-(2-amino-4-thiazolyl)-2-[(p-nitrobenzyloxycarbonyl)methoxyimino]acetamido]-4-carbamoyloxymethyl-2-oxo-1-azetidinesulphonic acid sodium salt). The yield is 54.8%. Starting materials: C(C)N(CC)S(F)(F)F (diethylaminosulfur trifluoride), COC(=O)C1(OC1)C(CCCCOC1=CC=C(C=C1)Cl)O (2-[5-(4-chlorophenoxy)-1-hydroxypentyl]-2-oxiranecarboxylic acid methyl ester). Solvent: C(Cl)Cl (methylene chloride), C(Cl)Cl (methylene chloride). Run at temperature -78 celsius, time 30 minute. The product is COC(=O)C1(OC1)C(CCCCOC1=CC=C(C=C1)Cl)F (2-[5-(4-Chlorophenoxy)-1-fluoropentyl]-2-oxiranecarboxylic acid methyl ester). The yield is 62.8%. As a reaction SMILES: C(N(S(F)(F)[F:7])CC)C.[CH3:10][O:11][C:12]([C:14]1([CH:17](O)[CH2:18][CH2:19][CH2:20][CH2:21][O:22][C:23]2[CH:28]=[CH:27][C:26]([Cl:29])=[CH:25][CH:24]=2)[CH2:16][O:15]1)=[O:13]>C(Cl)Cl>[CH3:10][O:11][C:12]([C:14]1([CH:17]([F:7])[CH2:18][CH2:19][CH2:20][CH2:21][O:22][C:23]2[CH:28]=[CH:27][C:26]([Cl:29])=[CH:25][CH:24]=2)[CH2:16][O:15]1)=[O:13]. Reported procedure: To a solution of 967 mg (6 mmol, 733 μl) of diethylaminosulfur trifluoride in 25 ml of methylene chloride cooled to -78° C. under a nitrogen atmosphere is added dropwise a solution of 945 mg (3 mmol) of 2-[5-(4-chlorophenoxy)-1-hydroxypentyl]-2-oxiranecarboxylic acid methyl ester (isomer A) in 25 ml of methylene chloride over 30 minutes. The mixture is stirred at -78° C. for 30 minutes and then is allowed to come to room temperature. The mixture is stirred at room temperature for 1.5 hours, is q...